Dataset: the Open Reaction Database (ORD), a public repository of structured organic reaction records. Task: describe an organic reaction: reactants, conditions, products, and yield Starting materials: C1(=CC=CC=C1)COC(NC[C@@H]1CNCC1)=O (phenylmethyl[(3S)-3-pyrrolidinylmethyl]carbamate), C(=C)C=1C(=CN=C2C=CC(=NC12)OC)F (8-ethenyl-7-fluoro-2-(methyloxy)-1,5-naphthyridine). Run in CN(C)C=O (DMF). Reaction conditions: time 24 hour. Yields the product C1(=CC=CC=C1)COC(NC[C@H]1CN(CC1)CCC1=C(C=NC2=CC=C(N=C12)OC)F)=O (phenylmethyl[((3S)-1-{2-[3-fluoro-6-(methyloxy)-1,5-naphthyridin-4-yl]ethyl}-3-pyrrolidinyl)methyl]carbamate). The yield is 74.5%. As a reaction SMILES: [C:1]1([CH2:7][O:8][C:9](=[O:17])[NH:10][CH2:11][C@H:12]2[CH2:16][CH2:15][NH:14][CH2:13]2)[CH:6]=[CH:5][CH:4]=[CH:3][CH:2]=1.[CH:18]([C:20]1[C:21]([F:32])=[CH:22][N:23]=[C:24]2[C:29]=1[N:28]=[C:27]([O:30][CH3:31])[CH:26]=[CH:25]2)=[CH2:19]>CN(C=O)C>[C:1]1([CH2:7][O:8][C:9](=[O:17])[NH:10][CH2:11][C@@H:12]2[CH2:16][CH2:15][N:14]([CH2:19][CH2:18][C:20]3[C:29]4[C:24](=[CH:25][CH:26]=[C:27]([O:30][CH3:31])[N:28]=4)[N:23]=[CH:22][C:21]=3[F:32])[CH2:13]2)[CH:2]=[CH:3][CH:4]=[CH:5][CH:6]=1. Procedure details: To a solution of phenylmethyl[(3S)-3-pyrrolidinylmethyl]carbamate (127 mg, 0.54 mmole) in DMF (1 mL) was added 8-ethenyl-7-fluoro-2-(methyloxy)-1,5-naphthyridine (0.10 g, 0.49 mmole). After 24 h at 100° C., the reaction contents were purified on silica gel (CHCl3/MeOH, 9:1, containing 5% NH4OH) to afford the title compound (0.16 g, 77%) as a light yellow oil: LC-MS (ES) m/e 439 (M+H)+. Reactants: COCC=1N(C=CC1)C=1C=CC(=C(C1)N)[N+](=O)[O-] (5-(2-methoxymethyl-pyrrol-1-yl)-2-nitro-phenylamine), CC1(OC(C=C(O1)C=1C=C(C#N)C=CC1)=O)C (3-(2,2-dimethyl-6-oxo-6H-[1,3]dioxin-4-yl)-benzonitrile). Yields the product C(#N)C=1C=C(C=CC1)C(CC(=O)NC1=C(C=CC(=C1)N1C(=CC=C1)COC)[N+](=O)[O-])=O (3-(3-Cyano-phenyl)-N-[5-(2-methoxymethyl-pyrrol-1-yl)-2-nitro-phenyl]-3-oxo-propionamide), solid. Reaction SMILES: [CH3:1][O:2][CH2:3][C:4]1[N:5]([C:9]2[CH:10]=[CH:11][C:12]([N+:16]([O-:18])=[O:17])=[C:13]([NH2:15])[CH:14]=2)[CH:6]=[CH:7][CH:8]=1.CC1(C)[O:25][C:24]([C:26]2[CH:27]=[C:28]([CH:31]=[CH:32][CH:33]=2)[C:29]#[N:30])=[CH:23][C:22](=O)[O:21]1>>[C:29]([C:28]1[CH:27]=[C:26]([C:24](=[O:25])[CH2:23][C:22]([NH:15][C:13]2[CH:14]=[C:9]([N:5]3[CH:6]=[CH:7][CH:8]=[C:4]3[CH2:3][O:2][CH3:1])[CH:10]=[CH:11][C:12]=2[N+:16]([O-:18])=[O:17])=[O:21])[CH:33]=[CH:32][CH:31]=1)#[N:30]. Procedure: The title compound was prepared from 5-(2-methoxymethyl-pyrrol-1-yl)-2-nitro-phenylamine (Example F8) and 3-(2,2-dimethyl-6-oxo-6H-[1,3]dioxin-4-yl)-benzonitrile (Example L1) according to the general procedure M. Obtained as a light brown solid (620 mg). The reactants are C(C)(=O)OC1=CC=C(C(=O)O)C=C1 (4-acetoxybenzoic acid), acid chloride, C(CCCCCCCCCCCCCCCCC)N (n-octadecylamine), CN(C=O)C (N,N-dimethylformamide), S(=O)(Cl)Cl (thionyl chloride). Solvent: C(C)N(CC)CC (triethylamine), C(Cl)(Cl)Cl (chloroform). Product: C(CCCCCCCCCCCCCCCCC)NC(C1=CC=C(C=C1)OC(C)=O)=O (N-n-octadecyl-4-acetoxybenzamide). Yield: 86.0%. Reaction SMILES: [C:1]([O:4][C:5]1[CH:13]=[CH:12][C:8]([C:9]([OH:11])=O)=[CH:7][CH:6]=1)(=[O:3])[CH3:2].CN(C)C=O.S(Cl)(Cl)=O.[CH2:23]([NH2:41])[CH2:24][CH2:25][CH2:26][CH2:27][CH2:28][CH2:29][CH2:30][CH2:31][CH2:32][CH2:33][CH2:34][CH2:35][CH2:36][CH2:37][CH2:38][CH2:39][CH3:40]>C(Cl)(Cl)Cl.C(N(CC)CC)C>[CH2:23]([NH:41][C:9](=[O:11])[C:8]1[CH:7]=[CH:6][C:5]([O:4][C:1](=[O:3])[CH3:2])=[CH:13][CH:12]=1)[CH2:24][CH2:25][CH2:26][CH2:27][CH2:28][CH2:29][CH2:30][CH2:31][CH2:32][CH2:33][CH2:34][CH2:35][CH2:36][CH2:37][CH2:38][CH2:39][CH3:40]. Procedure details: Under a nitrogen atmosphere, 4-acetoxybenzoic acid (100.0 g) and N,N-dimethylformamide (3 ml) were suspended in chloroform (500 ml) and thereto was added dropwise thionyl chloride (79.2 g) for a period of about 30 minutes. After completion of the addition, the suspension was refluxed with heating for 1 hour to prepare the corresponding acid chloride. The reaction mixture was cooled and thereto were added n-octadecylamine (149.6 g) and triethylamine (67.4 g), followed by refluxing with heating fo... Reactants: CC(=O)COC1C(NC(=O)Cc2ccccc2)C(=O)N1C(=O)C(=O)OC(c1ccccc1)c1ccccc1, ClCCl, CC(=O)O, [Zn]. Product: CC(=O)COC1C(NC(=O)Cc2ccccc2)C(=O)N1C(O)C(=O)OC(c1ccccc1)c1ccccc1. RXN SMILES: [CH2:1]([C:2](=[O:3])[CH3:4])[O:5][CH:6]1[CH:7]([NH:29][C:30]([CH2:31][c:32]2[cH:33][cH:34][cH:35][cH:36][cH:37]2)=[O:38])[C:8](=[O:28])[N:9]1[C:10]([C:11](=[O:12])[O:13][CH:14]([c:15]1[cH:16][cH:17][cH:18][cH:19][cH:20]1)[c:21]1[cH:22][cH:23][cH:24][cH:25][cH:26]1)=[O:27].[CH2:43]([Cl:44])[Cl:45].[CH3:39][C:40](=[O:41])[OH:42].[Zn:46]>>[CH2:1]([C:2](=[O:3])[CH3:4])[O:5][CH:6]1[CH:7]([NH:29][C:30]([CH2:31][c:32]2[cH:33][cH:34][cH:35][cH:36][cH:37]2)=[O:38])[C:8](=[O:28])[N:9]1[CH:10]([C:11](=[O:12])[O:13][CH:14]([c:15]1[cH:16][cH:17][cH:18][cH:19][cH:20]1)[c:21]1[cH:22][cH:23][cH:24][cH:25][cH:26]1)[OH:27]. Starting materials: C(C)(C)(C)OC(=O)N1[C@@H](CCC1)C=1NC(=CN1)C1=CC2=C(C3=C(OCCCO2)C=C(C=C3)C3=C(N=C(N3)[C@H]3N(CCC3)C(=O)OC(C)(C)C)Cl)C=C1 ((S)-tert-butyl 2-(5-(11-(2-((S)-1-(tert-butoxycarbonyl)pyrrolidin-2-yl)-1H-imidazol-5-yl)-7,8-dihydro-6H-dibenzo[f,h][1,5]dioxonin-3-yl)-4-chloro-1H-imidazol-2-yl)pyrrolidine-1-carboxylate), FC(C(=O)O)(F)F (trifluoroacetic acid), C(C)(C)N(CC)C(C)C (diisopropylethyl amine), O.N1(N=NC2=C1C=CC=C2)O (1H-benzo-[d][1,2,3]-triazol-1-ol hydrate), CCN=C=NCCCN(C)C.Cl (EDCl), COC(=O)N[C@H](C(=O)O)C(C)C ((S)-2-((methoxycarbonyl)-amino)-3-methylbutanoic acid). Run in C(Cl)Cl (DCM). Reaction conditions: temperature 25 celsius, time 2 hour. Product: COC(=O)N[C@H](C(=O)N1[C@@H](CCC1)C=1NC(=CN1)C1=CC2=C(C3=C(OCCCO2)C=C(C=C3)C3=C(N=C(N3)[C@H]3N(CCC3)C([C@H](C(C)C)NC(OC)=O)=O)Cl)C=C1)C(C)C (methyl ((S)-1-((S)-2-(5-(11-(2-((S)-1-((S)-2-(methoxycarbonyl)amino-3-methylbutanoyl)pyrrolidin-2-yl)-1H-imidazol-5-yl)-7,8-dihydro-6H-dibenzo[f,h][1,5]dioxonin-3-yl)-4-chloro-1H-imidazol-2-yl)pyrrolidin-1-yl)-3-methyl-1-oxobutan-2-yl)carbamate). Isolated yield 67.6%. As a reaction SMILES: C([O:5][C:6]([N:8]1[CH2:12][CH2:11][CH2:10][C@H:9]1[C:13]1[NH:14][C:15]([C:18]2[CH:52]=[CH:51][C:21]3[C:22]4[CH:32]=[CH:31][C:30]([C:33]5[NH:37][C:36]([C@@H:38]6[CH2:42][CH2:41][CH2:40][N:39]6[C:43]([O:45]C(C)(C)C)=O)=[N:35][C:34]=5[Cl:50])=[CH:29][C:23]=4[O:24][CH2:25][CH2:26][CH2:27][O:28][C:20]=3[CH:19]=2)=[CH:16][N:17]=1)=O)(C)(C)C.FC(F)(F)[C:55]([OH:57])=[O:56].C(N([CH:66]([CH3:68])[CH3:67])CC)(C)C.O.[N:70]1(O)[C:74]2C=CC=CC=2N=N1.[CH3:80]CN=C=NCCCN(C)C.Cl.[CH3:92][O:93][C:94]([NH:96][C@@H:97]([CH:101]([CH3:103])[CH3:102])C(O)=O)=[O:95]>C(Cl)Cl>[CH3:80][O:57][C:55]([NH:70][C@@H:74]([CH:66]([CH3:67])[CH3:68])[C:6]([N:8]1[CH2:12][CH2:11][CH2:10][C@H:9]1[C:13]1[NH:14][C:15]([C:18]2[CH:52]=[CH:51][C:21]3[C:22]4[CH:32]=[CH:31][C:30]([C:33]5[NH:37][C:36]([C@@H:38]6[CH2:42][CH2:41][CH2:40][N:39]6[C:43](=[O:45])[C@@H:97]([NH:96][C:94](=[O:95])[O:93][CH3:92])[CH:101]([CH3:103])[CH3:102])=[N:35][C:34]=5[Cl:50])=[CH:29][C:23]=4[O:24][CH2:25][CH2:26][CH2:27][O:28][C:20]=3[CH:19]=2)=[CH:16][N:17]=1)=[O:5])=[O:56] |f:3.4,5.6|. Procedure details: To a solution of (S)-tert-butyl 2-(5-(11-(2-((S)-1-(tert-butoxycarbonyl)pyrrolidin-2-yl)-1H-imidazol-5-yl)-7,8-dihydro-6H-dibenzo[f,h][1,5]dioxonin-3-yl)-4-chloro-1H-imidazol-2-yl)pyrrolidine-1-carboxylate (2a, 0.05 g, 0.07 mmol) at 0° C. in DCM (1 ml) was added trifluoroacetic acid (0.17 g, 1.50 mmol). The reaction mixture was warmed to 25° C. and stirred for 2 hours after which all the volatiles were removed under reduced pressure. The contents were taken up in ACN (8 ml) and cooled to 0° C. a... The reactants are CC(C)O (2-propanol), O.NN (hydrazine hydrate), ClC=1C=CC(=C(CN2C(C3=CC=CC=C3C2=O)=O)C1)OCC1=CC(=NO1)C (2-{5-chloro-2-(3-methylisoxazol-5-ylmethoxy)benzyl]isoindole-1,3-dione). Run in C1CCOC1 (THF). Reaction conditions: temperature 50 celsius, time 3 hour. Product: ClC=1C=CC(=C(CN)C1)OCC1=CC(=NO1)C (5-Chloro-2-(3-methylisoxazol-5-ylmethoxy)benzylamine). Reaction SMILES: CC(O)C.O.NN.[Cl:8][C:9]1[CH:10]=[CH:11][C:12]([O:27][CH2:28][C:29]2[O:33][N:32]=[C:31]([CH3:34])[CH:30]=2)=[C:13]([CH:26]=1)[CH2:14][N:15]1C(=O)C2C(=CC=CC=2)C1=O>C1COCC1>[Cl:8][C:9]1[CH:10]=[CH:11][C:12]([O:27][CH2:28][C:29]2[O:33][N:32]=[C:31]([CH3:34])[CH:30]=2)=[C:13]([CH:26]=1)[CH2:14][NH2:15] |f:1.2|. Reported procedure: To a flask containing anhydrous 2-propanol (40 mL), hydrazine hydrate (4 mL, and anhydrous THF (60 mL), at room temperature, was added 2-{5-chloro-2-(3-methylisoxazol-5-ylmethoxy)benzyl]isoindole-1,3-dione (5 g, 13 mmol). The reaction was stirred at 50° C. for 3 h. The solids were filtered and washed with THF. The filtrate was concentrated, dissolved in ether (100 ml) and washed with 1N NaOH (1×) and brine, dried (MgSO4), filtered and concentrated to afford the title product as a solid. Starting materials: ClC1=C(C(=O)O)C=CC=C1 (2-chlorobenzoic acid), FC1(CCN(CC1)C(CN)C=1C=NC(=NC1)C(F)(F)F)F (2-(4,4-difluoropiperidin-1-yl)-2-(2-(trifluoromethyl)pyrimidin-5-yl)ethanamine). Product: ClC1=C(C(=O)NCC(C=2C=NC(=NC2)C(F)(F)F)N2CCC(CC2)(F)F)C=CC=C1 (2-chloro-N-(2-(4,4-difluoropiperidin-1-yl)-2-(2-(trifluoromethyl)pyrimidin-5-yl)ethyl)benzamide). RXN SMILES: [Cl:1][C:2]1[CH:10]=[CH:9][CH:8]=[CH:7][C:3]=1[C:4]([OH:6])=O.[F:11][C:12]1([F:31])[CH2:17][CH2:16][N:15]([CH:18]([C:21]2[CH:22]=[N:23][C:24]([C:27]([F:30])([F:29])[F:28])=[N:25][CH:26]=2)[CH2:19][NH2:20])[CH2:14][CH2:13]1>>[Cl:1][C:2]1[CH:10]=[CH:9][CH:8]=[CH:7][C:3]=1[C:4]([NH:20][CH2:19][CH:18]([N:15]1[CH2:14][CH2:13][C:12]([F:31])([F:11])[CH2:17][CH2:16]1)[C:21]1[CH:26]=[N:25][C:24]([C:27]([F:28])([F:29])[F:30])=[N:23][CH:22]=1)=[O:6]. Reported procedure: From 2-chlorobenzoic acid and 2-(4,4-difluoropiperidin-1-yl)-2-(2-(trifluoromethyl)pyrimidin-5-yl)ethanamine. Starting materials: ClC=1C(=NN(C1C)CC(=O)N1C2=C(CCC1)N(N=C2)C2=CC=C(C=C2)F)C(F)(F)F (2-[4-chloro-5-methyl-3-(trifluoromethyl)pyrazol-1-yl]-1-[1-(4-fluorophenyl)-6,7-dihydro-5H-pyrazolo[4,3-b]pyridin-4-yl]ethanone), [H-].[Na+] (NaH), CN(C)C=O (DMF), C=O (paraformaldehyde). Reaction conditions: time 30 minute. Product: ClC=1C(=NN(C1C)C(C(=O)N1C2=C(CCC1)N(N=C2)C2=CC=C(C=C2)F)COC)C(F)(F)F (2-[4-chloro-5-methyl-3-(trifluoromethyl)pyrazol-1-yl]-1-[1-(4-fluorophenyl)-6,7-dihydro-5H-pyrazolo[4,3-b]pyridin-4-yl]-3-methoxy-propan-1-one). Yield: 12.0%. As a reaction SMILES: [Cl:1][C:2]1[C:3]([C:27]([F:30])([F:29])[F:28])=[N:4][N:5]([CH2:8][C:9]([N:11]2[CH2:16][CH2:15][CH2:14][C:13]3[N:17]([C:20]4[CH:25]=[CH:24][C:23]([F:26])=[CH:22][CH:21]=4)[N:18]=[CH:19][C:12]2=3)=[O:10])[C:6]=1[CH3:7].[H-].[Na+].[CH2:33]=O.CN([CH:38]=[O:39])C>>[Cl:1][C:2]1[C:3]([C:27]([F:30])([F:29])[F:28])=[N:4][N:5]([CH:8]([CH2:33][O:39][CH3:38])[C:9]([N:11]2[CH2:16][CH2:15][CH2:14][C:13]3[N:17]([C:20]4[CH:25]=[CH:24][C:23]([F:26])=[CH:22][CH:21]=4)[N:18]=[CH:19][C:12]2=3)=[O:10])[C:6]=1[CH3:7] |f:1.2|. Procedure details: To a mixture of 2-[4-chloro-5-methyl-3-(trifluoromethyl)pyrazol-1-yl]-1-[1-(4-fluorophenyl)-6,7-dihydro-5H-pyrazolo[4,3-b]pyridin-4-yl]ethanone (0.045 g, 0.10 mmol) and NaH (0.030 g, 0.75 mmol, 60% in mineral oil) in DMF (0.8 mL) was added dry paraformaldehyde (0.015 g, 0.50 mmol). The mixture was stirred at rt for 30 min. It was then quenched with water. The mixture was partitioned between EtOAc (50 mL) and brine (30 mL). The organic layer was separated, dried over Na2SO4, concentrated in vacuo...